Dataset: the Open Reaction Database (ORD), a public repository of structured organic reaction records. Task: describe an organic reaction: reactants, conditions, products, and yield Reactants: CCOC(=O)c1oc2ccc(Cl)cc2c1N, CCOC(=O)Cl, [K+], [K+], O=C([O-])[O-], c1ccccc1. Yields the product CCOC(=O)Nc1c(C(=O)OCC)oc2ccc(Cl)cc12. As a reaction SMILES: [CH2:1]([CH3:2])[O:3][C:4](=[O:5])[c:6]1[o:7][c:8]2[c:9]([c:10]1[NH2:11])[cH:12][c:13]([Cl:16])[cH:14][cH:15]2.[Cl:17][C:18](=[O:19])[O:20][CH2:21][CH3:22].[K+:23].[K+:24].[O-:25][C:26]([O-:27])=[O:28].[cH:29]1[cH:30][cH:31][cH:32][cH:33][cH:34]1>>[CH2:1]([CH3:2])[O:3][C:4](=[O:5])[c:6]1[o:7][c:8]2[c:9]([c:10]1[NH:11][C:18](=[O:19])[O:20][CH2:21][CH3:22])[cH:12][c:13]([Cl:16])[cH:14][cH:15]2. The reactants are C(#C)C1=CC=C(S1)C(=O)O (5-ethynylthiophene-2-carboxylic acid), N[C@@H](C(=O)NC1=CC(=C(C=C1)N1C(COCC1)=O)C)COC (2-(R)-amino-3-methoxy-N-[3-methyl-4-(3-oxomorpholin-4-yl)phenyl]propionamide), CN(C)C(=[N+](C)C)ON1C2=C(C=CC=C2)N=N1.[B-](F)(F)(F)F (TBTU), CN1CCOCC1 (NMM). Solvent: CN(C)C=O (DMF). Product: C(#C)C1=CC=C(S1)C(=O)N[C@H](COC)C(NC1=CC(=C(C=C1)N1C(COCC1)=O)C)=O ((R)-5-Ethynyl-N-{2-methoxy-1-[3-methyl-4-(3-oxomorpholin-4-yl)phenylcarbamoyl]ethyl}thiophene-2-carboxamide). RXN SMILES: [C:1]([C:3]1[S:7][C:6]([C:8]([OH:10])=O)=[CH:5][CH:4]=1)#[CH:2].[NH2:11][C@H:12]([CH2:30][O:31][CH3:32])[C:13]([NH:15][C:16]1[CH:21]=[CH:20][C:19]([N:22]2[CH2:27][CH2:26][O:25][CH2:24][C:23]2=[O:28])=[C:18]([CH3:29])[CH:17]=1)=[O:14].CN(C(ON1N=NC2C=CC=CC1=2)=[N+](C)C)C.[B-](F)(F)(F)F.CN1CCOCC1>CN(C=O)C>[C:1]([C:3]1[S:7][C:6]([C:8]([NH:11][C@@H:12]([C:13](=[O:14])[NH:15][C:16]2[CH:21]=[CH:20][C:19]([N:22]3[CH2:27][CH2:26][O:25][CH2:24][C:23]3=[O:28])=[C:18]([CH3:29])[CH:17]=2)[CH2:30][O:31][CH3:32])=[O:10])=[CH:5][CH:4]=1)#[CH:2] |f:2.3|. Procedure details: Prepared analogously to Example 1a from 5-ethynylthiophene-2-carboxylic acid and 2-(R)-amino-3-methoxy-N-[3-methyl-4-(3-oxomorpholin-4-yl)phenyl]propionamide with TBTU and NMM in DMF. Reactants: C(C)(C)(C)OC(=O)N1CCN(CC1)C(C1=CC=C(C=C1)C1=CC=2N(C=C1)C(=CN2)C2=CC(=C(C=C2)NC(=O)NC2=NOC(=C2)C(C)(C)C)F)=O (4-[4-(3-{4-[3-(5-tert-Butyl-isoxazol-3-yl)-ureido]-3-fluoro-phenyl}-imidazo[1,2-a]pyridin-7-yl)-benzoyl]-piperazine-1-carboxylic acid tert-butyl ester), Cl (HCl). Solvent: C(Cl)Cl (CH2Cl2). Run at time 3 hour. Product: Cl.C(C)(C)(C)C1=CC(=NO1)NC(=O)NC1=C(C=C(C=C1)C1=CN=C2N1C=CC(=C2)C2=CC=C(C=C2)C(=O)N2CCNCC2)F (1-(5-tert-Butyl-isoxazol-3-yl)-3-(2-fluoro-4-{7-[4-(piperazine-1-carbonyl)-phenyl]-imidazo[1,2-a]pyridin-3-yl}-phenyl)-urea hydrochloride). Reaction SMILES: C(OC([N:8]1[CH2:13][CH2:12][N:11]([C:14](=[O:50])[C:15]2[CH:20]=[CH:19][C:18]([C:21]3[CH:26]=[CH:25][N:24]4[C:27]([C:30]5[CH:35]=[CH:34][C:33]([NH:36][C:37]([NH:39][C:40]6[CH:44]=[C:43]([C:45]([CH3:48])([CH3:47])[CH3:46])[O:42][N:41]=6)=[O:38])=[C:32]([F:49])[CH:31]=5)=[CH:28][N:29]=[C:23]4[CH:22]=3)=[CH:17][CH:16]=2)[CH2:10][CH2:9]1)=O)(C)(C)C.[ClH:51]>C(Cl)Cl>[ClH:51].[C:45]([C:43]1[O:42][N:41]=[C:40]([NH:39][C:37]([NH:36][C:33]2[CH:34]=[CH:35][C:30]([C:27]3[N:24]4[CH:25]=[CH:26][C:21]([C:18]5[CH:19]=[CH:20][C:15]([C:14]([N:11]6[CH2:10][CH2:9][NH:8][CH2:13][CH2:12]6)=[O:50])=[CH:16][CH:17]=5)=[CH:22][C:23]4=[N:29][CH:28]=3)=[CH:31][C:32]=2[F:49])=[O:38])[CH:44]=1)([CH3:48])([CH3:46])[CH3:47] |f:3.4|. Procedure details: Dissolve 4-[4-(3-{4-[3-(5-tert-Butyl-isoxazol-3-yl)-ureido]-3-fluoro-phenyl}-imidazo[1,2-a]pyridin-7-yl)-benzoyl]-piperazine-1-carboxylic acid tert-butyl ester (1.53 g, 2.24 mmol) in CH2Cl2 (25 mL), to which is added HCl (5.6 mL, 4 M in dioxane). Stir at room temperature for three hours, then concentrate in vacuo to give light brown solid as product (1.60 g, 115%). MS (ES), m/z 582 (M+1, free base). Reactants: CCCC(=O)OC(C)c1nccc(N2CCN(c3nc4ccncc4o3)CC2)n1, O=C([O-])[O-], CO, [Cl-], [K+], [K+], [NH4+]. Yields the product CC(O)c1nccc(N2CCN(c3nc4ccncc4o3)CC2)n1. RXN SMILES: [C:1](=[O:2])([CH2:3][CH2:4][CH3:5])[O:6][CH:7]([CH3:8])[c:9]1[n:10][cH:11][cH:12][c:13]([N:15]2[CH2:16][CH2:17][N:18]([c:21]3[o:22][c:23]4[cH:24][n:25][cH:26][cH:27][c:28]4[n:29]3)[CH2:19][CH2:20]2)[n:14]1.[C:30](=[O:31])([O-:32])[O-:33].[CH3:36][OH:37].[Cl-:38].[K+:34].[K+:35].[NH4+:39]>>[OH:6][CH:7]([CH3:8])[c:9]1[n:10][cH:11][cH:12][c:13]([N:15]2[CH2:16][CH2:17][N:18]([c:21]3[o:22][c:23]4[cH:24][n:25][cH:26][cH:27][c:28]4[n:29]3)[CH2:19][CH2:20]2)[n:14]1. Starting materials: COC1=C2C(=[N+](C(=C1C(=O)OC)C)[O-])CCCCC2 (methyl 4-methoxy-2-methyl-6,7,8,9-tetrahydro-5H-cyclohepta[b]pyridine-3-carboxylate N-oxide), [H][H] (hydrogen), Raney nickel water, [H][H] (hydrogen). Run in CO (methanol), CO (Methanol). The product is COC1=C2C(=NC(=C1C(=O)OC)C)CCCCC2 (Methyl 4-methoxy-2-methyl-6,7,8,9-tetrahydro-5H-cyclohepta[b]pyridine-3-carboxylate). Yield: 99.5%. As a reaction SMILES: [H][H].[CH3:3][O:4][C:5]1[C:10]([C:11]([O:13][CH3:14])=[O:12])=[C:9]([CH3:15])[N+:8]([O-])=[C:7]2[CH2:17][CH2:18][CH2:19][CH2:20][CH2:21][C:6]=12>CO>[CH3:3][O:4][C:5]1[C:10]([C:11]([O:13][CH3:14])=[O:12])=[C:9]([CH3:15])[N:8]=[C:7]2[CH2:17][CH2:18][CH2:19][CH2:20][CH2:21][C:6]=12. Reported procedure: Methanol (5.0 ml) was added to Raney nickel water suspension (0.2 ml) and stirred at room temperature for 30 minutes in an atmosphere of hydrogen. The reaction solution was mixed with methanol solution (6.0 ml) of methyl 4-methoxy-2-methyl-6,7,8,9-tetrahydro-5H-cyclohepta[b]pyridine-3-carboxylate N-oxide (607.9 mg, 2.29 mmol) and stirred at room temperature for 30 hours in an atmosphere of hydrogen. After removal of the catalyst by filtration, the resulting residue was washed with methanol, the ... Starting materials: ClCI (chloroiodomethane), C(CCC)[Li] (n-butyllithium), ClCI (chloroiodomethane), C(CCC)[Li] (n-butyllithium), C(C)(C)(C)OC(=O)N([C@@H](CC1=CC=CC=C1)C=O)CC1=CC=CC=C1 (N-(t-butoxycarbonyl)-N-benzyl-L-phenylalaninal), ClCI (chloroiodomethane), solution, C(CCC)[Li] (n-butyllithium). The solvent is C1CCOC1 (THF). Run at temperature -72.5 celsius, time 10 minute. Product: C(C)(C)(C)OC(=O)N(CC1=CC=CC=C1)[C@H]([C@H]1CO1)CC1=CC=CC=C1 (3(S)-[N-(t-butoxycarbonyl)-N-benzylamino]-1,2-(S)-epoxy-4-phenylbutane). RXN SMILES: [C:1]([O:5][C:6]([N:8]([CH2:19][C:20]1[CH:25]=[CH:24][CH:23]=[CH:22][CH:21]=1)[C@H:9]([CH:17]=[O:18])[CH2:10][C:11]1[CH:16]=[CH:15][CH:14]=[CH:13][CH:12]=1)=[O:7])([CH3:4])([CH3:3])[CH3:2].Cl[CH2:27]I.C([Li])CCC>C1COCC1>[C:1]([O:5][C:6]([N:8]([C@@H:9]([CH2:10][C:11]1[CH:12]=[CH:13][CH:14]=[CH:15][CH:16]=1)[C@@H:17]1[O:18][CH2:27]1)[CH2:19][C:20]1[CH:21]=[CH:22][CH:23]=[CH:24][CH:25]=1)=[O:7])([CH3:4])([CH3:2])[CH3:3]. Reported procedure: A solution of 2.5 g (7.37 mmoles) of N-(t-butoxycarbonyl)-N-benzyl-L-phenylalaninal and 0.72 mL of chloroiodomethane in 35 mL of THF was cooled to −78° C. A 4.64 mL of a solution of n-butyllithium (1.6 M in hexane, 7.42 mmoles) was added slowly, keeping the temperature below −70° C. The mixture was stirred for 10 minutes between −70 to −75° C. Two additional portions of 0.22 mL of chloroiodomethane and 1.4 mL of n-butyllithium was added sequentially and the mixture was stirred for 10 minutes bet...